This data is from the Open Reaction Database (ORD), a public repository of structured organic reaction records. The task is: describe an organic reaction: reactants, conditions, products, and yield The reactants are BrCC1=C(C=CC=C1)C(C(=O)OC)=COC (Methyl α-(2-bromomethylphenyl)-β-methoxyacrylate), C1(=CC=CC=C1)O (phenol), C([O-])([O-])=O.[K+].[K+] (potassium carbonate). Solvent: CC(=O)C (acetone). Product: O(C1=CC=CC=C1)CC1=C(C=CC=C1)C(C(=O)OC)=COC (Methyl α-(2-phenoxymethylphenyl)-β-methoxyacrylate). Isolated yield 82.5%. As a reaction SMILES: Br[CH2:2][C:3]1[CH:8]=[CH:7][CH:6]=[CH:5][C:4]=1[C:9](=[CH:14][O:15][CH3:16])[C:10]([O:12][CH3:13])=[O:11].[C:17]1([OH:23])[CH:22]=[CH:21][CH:20]=[CH:19][CH:18]=1.C(=O)([O-])[O-].[K+].[K+]>CC(C)=O>[O:23]([CH2:2][C:3]1[CH:8]=[CH:7][CH:6]=[CH:5][C:4]=1[C:9](=[CH:14][O:15][CH3:16])[C:10]([O:12][CH3:13])=[O:11])[C:17]1[CH:22]=[CH:21][CH:20]=[CH:19][CH:18]=1 |f:2.3.4|. Reported procedure: 2 g of methyl α-(2-bromomethylphenyl)-β-methoxyacrylate (cf. Method B), 0.65 g of phenol and 1.1 g of potassium carbonate in 20 ml of acetone are refluxed for 24 hours. The mixture is filtered, the filtrate is evaporated down, the residue is taken up in ether, and the solution is extracted twice with sodium carbonate solution and 3 times with water, dried over MgSO4 and evaporated down. The crude product is recrystallized from n-hexane to give 1.7 g of white crystals of melting point 60° C. (com... The reactants are CN(C1=CC=C(C=C1)NC=1C(=CC=CC1)N)C (N-(4-dimethylaminophenyl)benzene-1,2-diamine), C(C(=O)C)(=O)OCC (ethyl pyruvate). The product is CC=1C(N(C2=CC=CC=C2N1)C1=CC=C(C=C1)N(C)C)=O (1,2-Dihydro-3-methyl-1-(4-dimethylaminophenyl)quinoxalin-2-one). RXN SMILES: [CH3:1][N:2]([CH3:17])[C:3]1[CH:8]=[CH:7][C:6]([NH:9][C:10]2[C:11]([NH2:16])=[CH:12][CH:13]=[CH:14][CH:15]=2)=[CH:5][CH:4]=1.[C:18](OCC)(=[O:22])[C:19]([CH3:21])=O>>[CH3:21][C:19]1[C:18](=[O:22])[N:9]([C:6]2[CH:5]=[CH:4][C:3]([N:2]([CH3:17])[CH3:1])=[CH:8][CH:7]=2)[C:10]2[C:11]([N:16]=1)=[CH:12][CH:13]=[CH:14][CH:15]=2. Procedure details: Preparation as in Example 1 but using N-(4-dimethylaminophenyl)benzene-1,2-diamine and ethyl pyruvate gave the title compound mp 230°-231° C. Reactants: C1COCCO1, COc1ccc(N2CCN(c3ccc(N=C=S)cc3)CC2)cc1, NN, O. The product is COc1ccc(N2CCN(c3ccc(NC(=S)NN)cc3)CC2)cc1. As a reaction SMILES: [CH2:27]1[O:28][CH2:29][CH2:30][O:31][CH2:32]1.[N:1](=[C:2]=[S:3])[c:4]1[cH:5][cH:6][c:7]([N:10]2[CH2:11][CH2:12][N:13]([c:16]3[cH:17][cH:18][c:19]([O:22][CH3:23])[cH:20][cH:21]3)[CH2:14][CH2:15]2)[cH:8][cH:9]1.[NH2:25][NH2:26].[OH2:24]>>[NH:1]([C:2](=[S:3])[NH:25][NH2:26])[c:4]1[cH:5][cH:6][c:7]([N:10]2[CH2:11][CH2:12][N:13]([c:16]3[cH:17][cH:18][c:19]([O:22][CH3:23])[cH:20][cH:21]3)[CH2:14][CH2:15]2)[cH:8][cH:9]1. Reaction conditions: temperature 70 celsius, time 5 hour. Starting materials: O (Water), C([O-])([O-])=O.[Cs+].[Cs+] (cesium carbonate), [Cl-] (chloride), IC=1C(=NNC1)C1=CC(=CC=C1)[N+](=O)[O-] (4-iodo-3-(3-nitrophenyl)-1H-pyrazole). Reaction SMILES: [I:1][C:2]1[C:3]([C:7]2[CH:12]=[CH:11][CH:10]=[C:9]([N+:13]([O-:15])=[O:14])[CH:8]=2)=[N:4][NH:5][CH:6]=1.[C:16](=[O:19])([O-])[O-].[Cs+].[Cs+].[Cl-].O>CN(C)C=O>[I:1][C:2]1[C:3]([C:7]2[CH:12]=[CH:11][CH:10]=[C:9]([N+:13]([O-:15])=[O:14])[CH:8]=2)=[N:4][N:5]([CH2:3][C:7]2[CH:12]=[CH:11][C:10]([O:19][CH3:16])=[CH:9][CH:8]=2)[CH:6]=1 |f:1.2.3|. Reported procedure: 2 g (6.3 mmol) of 4-iodo-3-(3-nitrophenyl)-1H-pyrazole were dissolved in 20 ml of dry dimethylformamide and 2.46 g (7.5 mmol) of cesium carbonate and 0.85 ml (6.3 mmol) of p-methoxybemzyl chloride were added successively. The reaction mixture was heated at 70° C. under stirring for 5 hours. Water was then added and the product extracted with dichloromethane. The organic phase was dried over sodium sulphate and the solvent evaporated under reduced pressure. 2.4 g (86%) of the title compound cryst... Run in CN(C=O)C (dimethylformamide). The product is IC=1C(=NN(C1)CC1=CC=C(C=C1)OC)C1=CC(=CC=C1)[N+](=O)[O-] (4-iodo-1-(4-methoxybenzyl)-3-(3-nitrophenyl)-1H-pyrazole).